This data is from the Open Reaction Database (ORD), a public repository of structured organic reaction records. The task is: describe an organic reaction: reactants, conditions, products, and yield Reactants: Brc1cccc(-c2ccncc2)n1, NCC(N)Cc1ccccc1. The product is NC(CNc1cccc(-c2ccncc2)n1)Cc1ccccc1. As a reaction SMILES: [Br:1][c:2]1[cH:3][cH:4][cH:5][c:6](-[c:8]2[cH:9][cH:10][n:11][cH:12][cH:13]2)[n:7]1.[NH2:14][CH:15]([CH2:16][NH2:17])[CH2:18][c:19]1[cH:20][cH:21][cH:22][cH:23][cH:24]1>>[c:2]1([NH:17][CH2:16][CH:15]([NH2:14])[CH2:18][c:19]2[cH:20][cH:21][cH:22][cH:23][cH:24]2)[cH:3][cH:4][cH:5][c:6](-[c:8]2[cH:9][cH:10][n:11][cH:12][cH:13]2)[n:7]1. Starting materials: C(C)(C)N(CC)C(C)C (diisopropylethyl amine), COC1=CC=C(C=C1)S(=O)(=O)Cl (4-(methyloxy)benzenesulfonyl chloride), Cl.C1(=CC=CC=C1)C=1C=C2C(=NNC2=C(C1)C(=O)N)C1CCNCC1 (5-phenyl-3-(4-piperidinyl)-1H-indazole-7-carboxamide hydrochloride). The reagents and catalysts are CN(C)C=1C=CN=CC1 (DMAP). The solvent is ClCCl (dichloromethane). Reaction conditions: time 12 hour. Yields the product COC1=CC=C(C=C1)S(=O)(=O)N1CCC(CC1)C1=NNC2=C(C=C(C=C12)C1=CC=CC=C1)C(=O)N (3-(1-{[4-(methyloxy)phenyl]sulfonyl}-4-piperidinyl)-5-phenyl-1H-indazole-7-carboxamide). Isolated yield 49.4%. RXN SMILES: Cl.[C:2]1([C:8]2[CH:9]=[C:10]3[C:14](=[C:15]([C:17]([NH2:19])=[O:18])[CH:16]=2)[NH:13][N:12]=[C:11]3[CH:20]2[CH2:25][CH2:24][NH:23][CH2:22][CH2:21]2)[CH:7]=[CH:6][CH:5]=[CH:4][CH:3]=1.C(N(C(C)C)CC)(C)C.[CH3:35][O:36][C:37]1[CH:42]=[CH:41][C:40]([S:43](Cl)(=[O:45])=[O:44])=[CH:39][CH:38]=1>ClCCl.CN(C1C=CN=CC=1)C>[CH3:35][O:36][C:37]1[CH:38]=[CH:39][C:40]([S:43]([N:23]2[CH2:24][CH2:25][CH:20]([C:11]3[C:10]4[C:14](=[C:15]([C:17]([NH2:19])=[O:18])[CH:16]=[C:8]([C:2]5[CH:3]=[CH:4][CH:5]=[CH:6][CH:7]=5)[CH:9]=4)[NH:13][N:12]=3)[CH2:21][CH2:22]2)(=[O:45])=[O:44])=[CH:41][CH:42]=1 |f:0.1|. Reported procedure: The crude 5-phenyl-3-(4-piperidinyl)-1H-indazole-7-carboxamide hydrochloride (21.1 mg, 0.066 mmol) (Example 2) was suspended in dichloromethane (8 mL) and treated with diisopropylethyl amine (46 uL, 0.264 mmols), DMAP (8 mg, 0.065 mmol), and 4-(methyloxy)benzenesulfonyl chloride (21 mg, 0.1 mmols) at 0° C. After 12 hrs, the mixture was concentrated to dryness in vacuo at ambient temperature, treated with water (10 mL), and extracted with ethyl acetate (3×25 mL). The organic phase was washed with... Starting materials: CC(C)(C)c1ccc(-c2nnc(-c3ccc(C(=O)O)cc3[N+](=O)[O-])o2)cc1, C1CCOC1. Yields the product CC(C)(C)c1ccc(-c2nnc(-c3ccc(C(=O)O)cc3N)o2)cc1. As a reaction SMILES: [C:1]([CH3:2])([CH3:3])([CH3:4])[c:5]1[cH:6][cH:7][c:8](-[c:11]2[n:12][n:13][c:14](-[c:16]3[c:17]([N+:25]([O-:26])=[O:27])[cH:18][c:19]([C:20](=[O:21])[OH:22])[cH:23][cH:24]3)[o:15]2)[cH:9][cH:10]1.[O:28]1[CH2:29][CH2:30][CH2:31][CH2:32]1>>[C:1]([CH3:2])([CH3:3])([CH3:4])[c:5]1[cH:6][cH:7][c:8](-[c:11]2[n:12][n:13][c:14](-[c:16]3[c:17]([NH2:25])[cH:18][c:19]([C:20](=[O:21])[OH:22])[cH:23][cH:24]3)[o:15]2)[cH:9][cH:10]1. The reactants are C=C(CN(CC(F)(F)F)c1ccc(C#N)c(C(F)(F)F)c1)C(=O)OC, CCOC(C)=O. The product is COC(=O)C(C)CN(CC(F)(F)F)c1ccc(C#N)c(C(F)(F)F)c1. As a reaction SMILES: [C:1](#[N:2])[c:3]1[c:4]([C:22]([F:23])([F:24])[F:25])[cH:5][c:6]([N:9]([CH2:10][C:11]([F:12])([F:13])[F:14])[CH2:15][C:16]([C:17](=[O:18])[O:19][CH3:20])=[CH2:21])[cH:7][cH:8]1.[CH3:26][CH2:27][O:28][C:29]([CH3:30])=[O:31]>>[C:1](#[N:2])[c:3]1[c:4]([C:22]([F:23])([F:24])[F:25])[cH:5][c:6]([N:9]([CH2:10][C:11]([F:12])([F:13])[F:14])[CH2:15][CH:16]([C:17](=[O:18])[O:19][CH3:20])[CH3:21])[cH:7][cH:8]1. The reactants are ClC1=NC=C(C(=N1)NC(CC)CC)C#CC(OCC)OCC ([2-chloro-5-(3,3-diethoxy-prop-1-ynyl)-pyrimidin-4-yl]-(1-ethyl-propyl)-amine). Run in C1CCOC1 (THF), CCCC[N+](CCCC)(CCCC)CCCC.[F-] (TBAF), C1CCOC1 (THF). Conditions: temperature 70 celsius. The product is ClC=1N=CC2=C(N1)N(C(=C2)C(OCC)OCC)C(CC)CC (2-chloro-6-diethoxymethyl-7-(1-ethyl-propyl)-7H-pyrrolo[2,3-d]pyrimidine). Yield: 94.2%. As a reaction SMILES: [Cl:1][C:2]1[N:7]=[C:6]([NH:8][CH:9]([CH2:12][CH3:13])[CH2:10][CH3:11])[C:5]([C:14]#[C:15][CH:16]([O:20][CH2:21][CH3:22])[O:17][CH2:18][CH3:19])=[CH:4][N:3]=1>C1COCC1.CCCC[N+](CCCC)(CCCC)CCCC.[F-]>[Cl:1][C:2]1[N:3]=[CH:4][C:5]2[CH:14]=[C:15]([CH:16]([O:20][CH2:21][CH3:22])[O:17][CH2:18][CH3:19])[N:8]([CH:9]([CH2:12][CH3:13])[CH2:10][CH3:11])[C:6]=2[N:7]=1 |f:2.3|. Procedure: To a solution of [2-chloro-5-(3,3-diethoxy-prop-1-ynyl)-pyrimidin-4-yl]-(1-ethyl-propyl)-amine (326 mg, 1 mmol) in THF (2 mL) is added IN TBAF in THF (5 mL, 5 mmol) at ambient temperature. The reaction mixture is heated at 70° C. for 2 h. After cooling down, the mixture is concentrated in vacuo and purified by BIOTAGE column (EtOAc/heptane 5:5 to 40:60) to give 307 mg of 2-chloro-6-diethoxymethyl-7-(1-ethyl-propyl)-7H-pyrrolo[2,3-d]pyrimidine as a light yellow oil. Starting materials: O (water), FC(C1=CC=CC(=N1)C(=O)O)(F)F (6-trifluoromethylpyridine-2-carboxylic acid), C1(CCCCC1)NC(=O)C1CCN(CC1)CC1=CC(=CC=C1)N (1-(3-Amino-benzyl)-piperidine-4-carboxylic acid cyclohexylamide), O=P(Cl)(Cl)Cl (POCl3). Run in CN(C)C=O (DMF), CN(C)C=O (DMF). Run at time 30 minute. The product is C1(CCCCC1)NC(=O)C1CCN(CC1)CC=1C=C(C=CC1)NC(=O)C1=NC(=CC=C1)C(F)(F)F (6-Trifluoromethyl-pyridine-2-carboxylic acid [3-(4-cyclohexylcarbamoyl-piperidin-1-ylmethyl)-phenyl]-amide). Reaction SMILES: [F:1][C:2]([F:13])([F:12])[C:3]1[N:8]=[C:7]([C:9]([OH:11])=O)[CH:6]=[CH:5][CH:4]=1.[CH:14]1([NH:20][C:21]([CH:23]2[CH2:28][CH2:27][N:26]([CH2:29][C:30]3[CH:35]=[CH:34][CH:33]=[C:32]([NH2:36])[CH:31]=3)[CH2:25][CH2:24]2)=[O:22])[CH2:19][CH2:18][CH2:17][CH2:16][CH2:15]1.O=P(Cl)(Cl)Cl.O>CN(C=O)C>[CH:14]1([NH:20][C:21]([CH:23]2[CH2:24][CH2:25][N:26]([CH2:29][C:30]3[CH:31]=[C:32]([NH:36][C:9]([C:7]4[CH:6]=[CH:5][CH:4]=[C:3]([C:2]([F:1])([F:13])[F:12])[N:8]=4)=[O:11])[CH:33]=[CH:34][CH:35]=3)[CH2:27][CH2:28]2)=[O:22])[CH2:15][CH2:16][CH2:17][CH2:18][CH2:19]1. Procedure: A solution of 6-trifluoromethylpyridine-2-carboxylic acid (19.1 mg, 0.1 mmol) in DMF (0.5 mL) is treated successively with a solution of 1-(3-Amino-benzyl)-piperidine-4-carboxylic acid cyclohexylamide BB-1 (36.3 mg, 0.1 mmol) in DMF (0.5 mL) and with POCl3 (0.01 mL, 0.11 mmol) at RT. The resulting solution is stirred at RT for 30 min and heated at 80° C. for 1 h. The reaction mixture is treated with water (0.2 mL) and evaporated under HV. The title compound is obtained by prep. HPLC F as a color... The reactants are O (Water), ClC1=CC=C(S1)C(=O)NC[C@H]1CN(C(O1)=O)C1=CC(=C(C(=C1)C)N1C(C(=CC=C1)O)=O)C (5-Chloro-N-({(5S)-3-[4-(3-hydroxy-2-oxopyridin-1(2H)-yl)-3,5-dimethylphenyl]-2-oxo-1,3-oxazolidin-5-yl}methyl)thiophene-2-carboxamide), BrCCCl (1-bromo-2-chloroethane), C([O-])([O-])=O.[Cs+].[Cs+] (caesium carbonate). The solvent is CN1C(CCC1)=O (1-methyl-2-pyrrolidone). Conditions: temperature 60 celsius, time 15 hour. Product: ClC1=CC=C(S1)C(=O)NC[C@H]1CN(C(O1)=O)C1=CC(=C(C(=C1)C)N1C(C(=CC=C1)OCCCl)=O)C (5-Chloro-N-{[(5S)-3-{4-[3-(2-chloroethoxy)-2-oxopyridin-1(2H)-yl]-3,5-dimethylphenyl}-2-oxo-1,3-oxazolidin-5-yl]methyl}thiophene-2-carboxamide). Reaction SMILES: [Cl:1][C:2]1[S:6][C:5]([C:7]([NH:9][CH2:10][C@@H:11]2[O:15][C:14](=[O:16])[N:13]([C:17]3[CH:22]=[C:21]([CH3:23])[C:20]([N:24]4[CH:29]=[CH:28][CH:27]=[C:26]([OH:30])[C:25]4=[O:31])=[C:19]([CH3:32])[CH:18]=3)[CH2:12]2)=[O:8])=[CH:4][CH:3]=1.Br[CH2:34][CH2:35][Cl:36].C(=O)([O-])[O-].[Cs+].[Cs+].O>CN1CCCC1=O>[Cl:1][C:2]1[S:6][C:5]([C:7]([NH:9][CH2:10][C@@H:11]2[O:15][C:14](=[O:16])[N:13]([C:17]3[CH:22]=[C:21]([CH3:23])[C:20]([N:24]4[CH:29]=[CH:28][CH:27]=[C:26]([O:30][CH2:34][CH2:35][Cl:36])[C:25]4=[O:31])=[C:19]([CH3:32])[CH:18]=3)[CH2:12]2)=[O:8])=[CH:4][CH:3]=1 |f:2.3.4|. Reported procedure: 900 mg (1.89 mmol) of the compound from Example 72A and 1.36 g (9.49 mmol) of 1-bromo-2-chloroethane are dissolved in 30 ml of 1-methyl-2-pyrrolidone. 1.55 g (4.75 mmol) of caesium carbonate are added to the solution, and the mixture is stirred at 60° C. for 15 hours. Water is then added, and, after phase separation, the aqueous phase is extracted three times with tert-butyl methyl ether and three times with dichloromethane. The combined organic phases are washed successively with 1N aqueous sod... Reactants: CNS(=O)(=O)C=1C=C(C=CC1)C(CC(C(=O)O)CC1=CC=CC=C1)=O (3-(methylaminosulfonyl)gamma-oxo-α-(phenylmethyl)benzenebutanoic acid), O=C(CC(C(=O)O)CC1=CC=CC=C1)C=1OC=C2C1C=CC=C2 (gamma-oxo-alpha-(phenylmethyl)-2-benzofuranbutanoic acid). Yields the product CC=1C=C(C=CC1)C(CC(C(=O)O)CC1=CC=CC=C1)=O (3-methyl-gamma-oxo-α-(phenylmethyl)-benzenebutanoic acid). RXN SMILES: CNS(C1C=C(C(=O)CC(CC2C=CC=CC=2)C(O)=O)C=CC=1)(=O)=O.[O:26]=[C:27]([C:40]1O[CH:42]=[C:43]2[CH:48]=[CH:47][CH:46]=C[C:44]=12)[CH2:28][CH:29]([CH2:33][C:34]1[CH:39]=[CH:38][CH:37]=[CH:36][CH:35]=1)[C:30]([OH:32])=[O:31]>>[CH3:42][C:43]1[CH:44]=[C:40]([C:27](=[O:26])[CH2:28][CH:29]([CH2:33][C:34]2[CH:35]=[CH:36][CH:37]=[CH:38][CH:39]=2)[C:30]([OH:32])=[O:31])[CH:46]=[CH:47][CH:48]=1. Procedure: 3-(methylaminosulfonyl)gamma-oxo-α-(phenylmethyl)benzenebutanoic acid, mp. 130°-133° C. gamma-oxo-alpha-(phenylmethyl)-2-benzofuranbutanoic acid, mp. 158°-161° C. Starting materials: C(C1=CC=CC=C1)OC(=O)NC(=N)N1CC(CC1)COS(=O)(=O)C ((3RS)-1-(N-benzyloxycarbonylamidino)-3-mesyloxymethyl pyrrolidine), [N-]=[N+]=[N-].[Na+] (sodium azide), O (Water). Run in CN(C=O)C (dimethylformamide). Reaction conditions: temperature 60 celsius. Yields the product C(C1=CC=CC=C1)OC(=O)NC(=N)N1CC(CC1)CN=[N+]=[N-] ((3RS)-1-(N-benzyloxycarbonylamidino)-3-azidomethyl pyrrolidine). Yield: 68.2%. RXN SMILES: [CH2:1]([O:8][C:9]([NH:11][C:12]([N:14]1[CH2:18][CH2:17][CH:16]([CH2:19]OS(C)(=O)=O)[CH2:15]1)=[NH:13])=[O:10])[C:2]1[CH:7]=[CH:6][CH:5]=[CH:4][CH:3]=1.[N-:25]=[N+:26]=[N-:27].[Na+].O>CN(C)C=O>[CH2:1]([O:8][C:9]([NH:11][C:12]([N:14]1[CH2:18][CH2:17][CH:16]([CH2:19][N:25]=[N+:26]=[N-:27])[CH2:15]1)=[NH:13])=[O:10])[C:2]1[CH:7]=[CH:6][CH:5]=[CH:4][CH:3]=1 |f:1.2|. Procedure: 0.450 g (1.27 mmole) (3RS)-1-(N-benzyloxycarbonylamidino)-3-mesyloxymethyl pyrrolidine and 0.124 g (1.9 mmole) of sodium azide were dissolved in 10 ml dimethylformamide and heated to 60° C. for four hours followed by stirring at room temperature over night. Water was added and the mixture was extracted twice with toluene/ethyl acetate 2/1. The combined organic layer was dried (Na2SO4), filtered and evaporated. The crude product was purified by flash chromatography using CH2Cl2 /MeOH 95/5 as elue...